Dataset: the Open Reaction Database (ORD), a public repository of structured organic reaction records. Task: describe an organic reaction: reactants, conditions, products, and yield The reactants are C(C)(C)N(C(C)C)CC (N,N-Diisopropylethylamine), ClC1=NC(=CC(=N1)Cl)C (2,4-Dichloro-6-methylpyrimidine), N[C@H]1CCC2=CC=CC=C12 ((S)-1-Aminoindan). The solvent is C(C)O (ethanol). Product: ClC1=NC(=CC(=N1)N[C@H]1CCC2=CC=CC=C12)C (2-Chloro-N-[(1S)-2,3-dihydro-1H-inden-1-yl]-6-methylpyrimidine-4-amine). Isolated yield 4.8%. As a reaction SMILES: [Cl:1][C:2]1[N:7]=[C:6](Cl)[CH:5]=[C:4]([CH3:9])[N:3]=1.C(N(CC)C(C)C)(C)C.[NH2:19][C@@H:20]1[C:28]2[C:23](=[CH:24][CH:25]=[CH:26][CH:27]=2)[CH2:22][CH2:21]1>C(O)C>[Cl:1][C:2]1[N:7]=[C:6]([NH:19][C@@H:20]2[C:28]3[C:23](=[CH:24][CH:25]=[CH:26][CH:27]=3)[CH2:22][CH2:21]2)[CH:5]=[C:4]([CH3:9])[N:3]=1. Procedure: 2,4-Dichloro-6-methylpyrimidine (2.54 g, 0.156 mol) was dissolved in ethanol (100 mL) and N,N-Diisopropylethylamine (4.07 mL, 0.23 mol) was added followed by (S)-1-Aminoindan (2.00 mL, 0.156 mol). The solution was heated to reflux for 2 hours, TLC indicated complete conversion. The solvent was removed in vacuo and the residue was purified using chromatography on silica gel using gradient 0 to 50% ethyl acetate in hexane to afford the title compound (1.95 g, 46%). LC/MS: Rt=1.90 min, ES+ 260 (AA ... The reactants are Cc1c(C=O)c(C)n(c2ccccc2)n1, CC1=CN=C(C=C1)N, [C-]#[N+]C1CCCCC1. Reagents/catalysts: O=C(O)C(F)(F)F (trifluoroacetic acid). The solvent is CC(C)O (isopropyl alcohol), CC(C)O (isopropylalcohol). Run at temperature 22 celsius, time 20 hour. Product: Cc1ccc2nc(c3c(C)nn(c4ccccc4)c3C)c(NC3CCCCC3)n2c1. Isolated yield 1.3%. Reaction SMILES: CC1=CC=C(N)N=C1.[C-]#[N+]C1CCCCC1.CC1=NN(C(C)=C1C=O)C1=CC=CC=C1>>CC1=NN(C(C)=C1C1=C(NC2CCCCC2)N2C=C(C)C=CC2=N1)C1=CC=CC=C1. Reactants: C(C=C)ON=C(C(=O)OC)C1=NSC(=N1)NP(=O)(Cl)Cl (methyl 2-allyloxyimino-2-(5-dichlorophosphorylamino-1,2,4-thiadiazol-3-yl)acetate), C(C)O (ethanol), O (water), N1=CC=CC=C1 (pyridine). Solvent: C(Cl)Cl (methylene chloride), C(Cl)Cl (methylene chloride). Run at time 2 hour. Product: C(C=C)ON=C(C(=O)OC)C1=NSC(=N1)NP(=O)(OCC)OCC (methyl 2-allyloxyimino-2-(5-diethoxyphosphorylamino-1,2,4-thiadiazol-3-yl)acetate). Reaction SMILES: [CH2:1]([O:4][N:5]=[C:6]([C:11]1[N:15]=[C:14]([NH:16][P:17](Cl)(Cl)=[O:18])[S:13][N:12]=1)[C:7]([O:9][CH3:10])=[O:8])[CH:2]=[CH2:3].N1[CH:26]=[CH:25]C=CC=1.[CH2:27]([OH:29])[CH3:28].[OH2:30]>C(Cl)Cl>[CH2:1]([O:4][N:5]=[C:6]([C:11]1[N:15]=[C:14]([NH:16][P:17]([O:18][CH2:25][CH3:26])([O:29][CH2:27][CH3:28])=[O:30])[S:13][N:12]=1)[C:7]([O:9][CH3:10])=[O:8])[CH:2]=[CH2:3]. Procedure: To a solution of methyl 2-allyloxyimino-2-(5-dichlorophosphorylamino-1,2,4-thiadiazol-3-yl)acetate (syn isomer) (5.0 g) in methylene chloride (100 ml) were successively added pyridine (3.3 g) and a solution of ethanol in methylene chloride (100 ml) under cooling at -35° C. to -25° C. and stirring. The mixture was stirred for 20 minutes at -20° to -10° C., for 30 minutes at 5° C. and then for two hours at room temperature, and poured into water (100 ml). The organic layer was separated, washed wi... Reactants: C(C)(=O)O[C@H]1[C@@H](OC)O[C@@H]([C@H]([C@@H]1OC(C)=O)OC(C)=O)CN=[N+]=[N-] (Methyl 2,3,4-tri-O-acetyl-6-azido-6-deoxy-α-D-glucopyranoside), S(O)(O)(=O)=O (sulfuric acid), C(C)(=O)O (acetic acid), ice. Run in C(C)(=O)OC(C)=O (acetic anhydride). Run at time 20 hour. Product: C(C)(=O)O[C@@H]1[C@H](OC(C)=O)[C@@H](OC(C)=O)[C@H](OC(C)=O)[C@H](O1)CN=[N+]=[N-] (1,2,3,4-tetra-O-acetyl-6-azido-6-deoxy-α-D-glucopyranose). Isolated yield 82.0%. Reaction SMILES: [C:1]([O:4][C@@H:5]1[C@@H:12]([O:13][C:14](=[O:16])[CH3:15])[C@H:11]([O:17][C:18](=[O:20])[CH3:19])[C@@H:10]([CH2:21][N:22]=[N+:23]=[N-:24])[O:9][C@@H:6]1OC)(=[O:3])[CH3:2].S(=O)(=O)(O)O.[C:30]([OH:33])(=[O:32])[CH3:31]>C(OC(=O)C)(=O)C>[C:30]([O:33][C@H:6]1[O:9][C@H:10]([CH2:21][N:22]=[N+:23]=[N-:24])[C@@H:11]([O:17][C:18](=[O:20])[CH3:19])[C@H:12]([O:13][C:14](=[O:16])[CH3:15])[C@H:5]1[O:4][C:1](=[O:3])[CH3:2])(=[O:32])[CH3:31]. Reported procedure: To a solution of methyl 2,3,4-tri-O-acetyl-6-azido-6-deoxy-α-D-glucopyranoside (III, 1.0 g, 2.9 mmol) in acetic acid (20 mL) and acetic anhydride (20 mL) at 0° C. was added sulfuric acid (97%, 1 mL) and the mixture was stirred at rt for 20 hr and then poured into ice (100 g). Extraction with dichloromethane (3×50 mL) and washed with water, saturated sodium bicarbonate, brine, dried over sodium sulfate and concentrated. The residue was purified by silica gel chromatography, eluting with 1:1 hexan... The product is BrC1=CC(=C(C=C1)NC1=C(C(N(C=C1C=1OC(NN1)=O)C)=O)C)F (4-(4-Bromo-2-fluorophenylamino)-1,3-dimethyl-5-(5-oxo-4,5-dihydro-[1,3,4]oxadiazol-2-yl)-1H-pyridin-2-one). Run in CN(C)C=O (DMF), C(C)(=O)OCC (ethyl acetate). The reactants are C(=O)(N1C=NC=C1)N1C=NC=C1 (1,1′-Carbonyldiimidazole), BrC1=CC(=C(C=C1)NC=1C(=CN(C(C1C)=O)C)C(=O)NN)F (4-(4-bromo-2-fluorophenylamino)-1,5-dimethyl-6-oxo-1,6-dihydropyridine-3-carboxylic acid hydrazide). Conditions: time 1 hour. RXN SMILES: [C:1](N1C=CN=C1)(N1C=CN=C1)=[O:2].[Br:13][C:14]1[CH:19]=[CH:18][C:17]([NH:20][C:21]2[C:22]([C:30]([NH:32][NH2:33])=[O:31])=[CH:23][N:24]([CH3:29])[C:25](=[O:28])[C:26]=2[CH3:27])=[C:16]([F:34])[CH:15]=1>CN(C=O)C.C(OCC)(=O)C>[Br:13][C:14]1[CH:19]=[CH:18][C:17]([NH:20][C:21]2[C:22]([C:30]3[O:31][C:1](=[O:2])[NH:33][N:32]=3)=[CH:23][N:24]([CH3:29])[C:25](=[O:28])[C:26]=2[CH3:27])=[C:16]([F:34])[CH:15]=1. Reported procedure: 1,1′-Carbonyldiimidazole (275 mg, 1.70 mmol) was added to a stirred solution of 4-(4-bromo-2-fluorophenylamino)-1,5-dimethyl-6-oxo-1,6-dihydropyridine-3-carboxylic acid hydrazide (728 mg, 1.62 mmol (82% pure material)) in DMF (2 mL). After 1 hour, the reaction mixture was diluted with ethyl acetate and washed with brine. Some of the product precipitated and was collected by filtration. The filtrate was diluted with 1 N HCl and the layers separated. The aqueous layer was extracted with ethyl acet...